Dataset: the Open Reaction Database (ORD), a public repository of structured organic reaction records. Task: describe an organic reaction: reactants, conditions, products, and yield Starting materials: CCO, CC1(C)CC(=O)Oc2ccccc21, O=C[O-], [NH4+]. Product: CC1(C)CC(=O)Oc2ccc(N)cc21. As a reaction SMILES: [CH3:18][CH2:19][OH:20].[CH3:1][C:2]1([CH3:13])[CH2:3][C:4](=[O:12])[O:5][c:6]2[c:7]1[cH:8][cH:9][cH:10][cH:11]2.[CH:14]([O-:15])=[O:16].[NH4+:17]>>[CH3:1][C:2]1([CH3:13])[CH2:3][C:4](=[O:12])[O:5][c:6]2[c:7]1[cH:8][c:9]([NH2:17])[cH:10][cH:11]2. The reactants are COc1ccc(C23Cn4c(C#N)ccc4C(=O)N2CCN3)cc1, Cc1nocc1C(=O)O, [Cl-], O=C(Cl)C(=O)Cl, ClCCl, CN(C)C=O, O, c1ccncc1. The product is COc1ccc(C23Cn4c(C#N)ccc4C(=O)N2CCN3C(=O)c2conc2C)cc1. RXN SMILES: [CH3:17][O:18][c:19]1[cH:20][cH:21][c:22]([C:25]23[N:26]([C:27](=[O:36])[c:28]4[n:29]([c:31]([C:34]#[N:35])[cH:32][cH:33]4)[CH2:30]2)[CH2:37][CH2:38][NH:39]3)[cH:23][cH:24]1.[CH3:8][c:9]1[n:10][o:11][cH:12][c:13]1[C:14](=[O:15])[OH:16].[Cl-:1].[Cl:2][C:3]([C:4]([Cl:5])=[O:6])=[O:7].[Cl:40][CH2:41][Cl:42].[O:50]=[CH:51][N:52]([CH3:53])[CH3:54].[OH2:49].[cH:43]1[cH:44][cH:45][n:46][cH:47][cH:48]1>>[CH3:8][c:9]1[n:10][o:11][cH:12][c:13]1[C:14](=[O:16])[N:39]1[C:25]2([c:22]3[cH:21][cH:20][c:19]([O:18][CH3:17])[cH:24][cH:23]3)[N:26]([C:27](=[O:36])[c:28]3[n:29]([c:31]([C:34]#[N:35])[cH:32][cH:33]3)[CH2:30]2)[CH2:37][CH2:38]1. Starting materials: CC(C)(C)[Si](C)(C)Cl, CN(C)C=O, Nc1ccc(O)cc1C(=O)O, c1c[nH]cn1. Product: CC(C)(C)[Si](C)(C)Oc1ccc(N)c(C(=O)O)c1. Reaction SMILES: [C:6]([CH3:7])([CH3:8])([CH3:9])[Si:10]([CH3:11])([CH3:12])[Cl:13].[CH3:25][N:26]([CH3:27])[CH:28]=[O:29].[OH:14][c:15]1[cH:16][cH:17][c:18]([NH2:24])[c:19]([C:20](=[O:21])[OH:22])[cH:23]1.[nH:1]1[cH:2][cH:3][n:4][cH:5]1>>[C:6]([CH3:7])([CH3:8])([CH3:9])[Si:10]([CH3:11])([CH3:12])[O:14][c:15]1[cH:16][cH:17][c:18]([NH2:24])[c:19]([C:20](=[O:21])[OH:22])[cH:23]1. Starting materials: [Br-], CC(C)(C)c1ccc([Mg+])cc1, CCOCC, CC(C)c1ccc2ncccc2c1, C1CCOC1. Yields the product CC(C)c1ccc2nc(-c3ccc(C(C)(C)C)cc3)ccc2c1. Reaction SMILES: [Br-:6].[C:7]([CH3:8])([CH3:9])([CH3:10])[c:11]1[cH:12][cH:13][c:14]([Mg+:17])[cH:15][cH:16]1.[CH3:1][CH2:2][O:3][CH2:4][CH3:5].[CH:18]([CH3:19])([CH3:20])[c:21]1[cH:22][c:23]2[cH:24][cH:25][cH:26][n:27][c:28]2[cH:29][cH:30]1.[O:31]1[CH2:32][CH2:33][CH2:34][CH2:35]1>>[C:7]([CH3:8])([CH3:9])([CH3:10])[c:11]1[cH:12][cH:13][c:14](-[c:26]2[cH:25][cH:24][c:23]3[cH:22][c:21]([CH:18]([CH3:19])[CH3:20])[cH:30][cH:29][c:28]3[n:27]2)[cH:15][cH:16]1. Reactants: COCCOc1nc(N)c2nc(Br)n(C3CCCCO3)c2n1, C[O-], CO, [Na+]. Product: COCCOc1nc(N)c2nc(OC)n(C3CCCCO3)c2n1. Reaction SMILES: [Br:1][c:2]1[n:3]([CH:17]2[O:18][CH2:19][CH2:20][CH2:21][CH2:22]2)[c:4]2[n:5][c:6]([O:12][CH2:13][CH2:14][O:15][CH3:16])[n:7][c:8]([NH2:11])[c:9]2[n:10]1.[CH3:23][O-:24].[CH3:26][OH:27].[Na+:25]>>[c:2]1([O:24][CH3:23])[n:3]([CH:17]2[O:18][CH2:19][CH2:20][CH2:21][CH2:22]2)[c:4]2[n:5][c:6]([O:12][CH2:13][CH2:14][O:15][CH3:16])[n:7][c:8]([NH2:11])[c:9]2[n:10]1. Starting materials: C(C=C)O (2-propenyl alcohol), CC1CO1.[Na] (sodium 2-propenoxide), C(=C)C1=CC=C(CCl)C=C1 (4-vinylbenzyl chloride). The reagents and catalysts are [Br-].C(CCC)[N+](CCCC)(CCCC)CCCC (tetrabutylammonium bromide). Solvent: O (water). Product: C(=C)C1=CC=C(COCC=C)C=C1 (3-(4-vinylbenzyloxy)-1-propene). Isolated yield 91.3%. RXN SMILES: [CH2:1]([OH:4])[CH:2]=[CH2:3].CC1OC1.[Na].[CH:10]([C:12]1[CH:19]=[CH:18][C:15]([CH2:16]Cl)=[CH:14][CH:13]=1)=[CH2:11]>[Br-].C([N+](CCCC)(CCCC)CCCC)CCC.O>[CH:10]([C:12]1[CH:19]=[CH:18][C:15]([CH2:16][O:4][CH2:1][CH:2]=[CH2:3])=[CH:14][CH:13]=1)=[CH2:11] |f:1.2,4.5,^1:8|. Reported procedure: After 691.0 g (5.0 mole) of a 50% 2-propenyl alcohol solution of sodium 2-propenoxide, 16.0 g of tetrabutylammonium bromide and 1.0 g of BHT were placed and mixed in a 3-liter glass flask equipped with a stirrer, a reflux condenser, a thermometer and a dropping funnel, 763.0 g (5.0 mole) of 4-vinylbenzyl chloride was added dropwise to the mixture from the dropping funnel as the temperature was kept at 35°-40° C. to make them undergo the reaction. At the conclusion of the reaction, water was adde... Reactants: CS(C)=O, N#Cc1ccc(Cl)c(-c2ccc(CNCCC3CCCCC3)cn2)c1, [K+], [K+], O=C([O-])[O-], O, OO. The product is NC(=O)c1ccc(Cl)c(-c2ccc(CNCCC3CCCCC3)cn2)c1. RXN SMILES: [CH3:35][S:36]([CH3:37])=[O:38].[Cl:1][c:2]1[c:3](-[c:10]2[n:11][cH:12][c:13]([CH2:16][NH:17][CH2:18][CH2:19][CH:20]3[CH2:21][CH2:22][CH2:23][CH2:24][CH2:25]3)[cH:14][cH:15]2)[cH:4][c:5]([C:6]#[N:7])[cH:8][cH:9]1.[K+:26].[K+:27].[O-:28][C:29]([O-:30])=[O:31].[OH2:34].[OH:32][OH:33]>>[Cl:1][c:2]1[c:3](-[c:10]2[n:11][cH:12][c:13]([CH2:16][NH:17][CH2:18][CH2:19][CH:20]3[CH2:21][CH2:22][CH2:23][CH2:24][CH2:25]3)[cH:14][cH:15]2)[cH:4][c:5]([C:6]([NH2:7])=[O:28])[cH:8][cH:9]1.